Dataset: the Open Reaction Database (ORD), a public repository of structured organic reaction records. Task: describe an organic reaction: reactants, conditions, products, and yield The reactants are Brc1ccc(CN2CCOC(c3ccccc3)C2)cc1, Cc1ccc(Cl)c(Br)c1, O=C([O-])O, CC(=O)[O-], [K+], [Na+], CN(C)C=O, c1ccc(P(c2ccccc2)(c2ccccc2)[Pd](P(c2ccccc2)(c2ccccc2)c2ccccc2)(P(c2ccccc2)(c2ccccc2)c2ccccc2)P(c2ccccc2)(c2ccccc2)c2ccccc2)cc1. The product is Cc1ccc(Cl)c(-c2ccc(CN3CCOC(c4ccccc4)C3)cc2)c1. Reaction SMILES: [Br:1][c:2]1[cH:3][cH:4][c:5]([CH2:6][N:7]2[CH2:8][CH:9]([c:13]3[cH:14][cH:15][cH:16][cH:17][cH:18]3)[O:10][CH2:11][CH2:12]2)[cH:19][cH:20]1.[Br:31][c:32]1[cH:33][c:34]([CH3:39])[cH:35][cH:36][c:37]1[Cl:38].[C:26](=[O:27])([OH:28])[O-:29].[CH3:22][C:23](=[O:24])[O-:25].[K+:21].[Na+:30].[O:40]=[CH:41][N:42]([CH3:43])[CH3:44].[cH:45]1[cH:46][cH:47][c:48]([P:49]([Pd:50]([P:51]([c:52]2[cH:53][cH:54][cH:55][cH:56][cH:57]2)([c:58]2[cH:59][cH:60][cH:61][cH:62][cH:63]2)[c:64]2[cH:65][cH:66][cH:67][cH:68][cH:69]2)([P:70]([c:71]2[cH:72][cH:73][cH:74][cH:75][cH:76]2)([c:77]2[cH:78][cH:79][cH:80][cH:81][cH:82]2)[c:83]2[cH:84][cH:85][cH:86][cH:87][cH:88]2)[P:89]([c:90]2[cH:91][cH:92][cH:93][cH:94][cH:95]2)([c:96]2[cH:97][cH:98][cH:99][cH:100][cH:101]2)[c:102]2[cH:103][cH:104][cH:105][cH:106][cH:107]2)([c:108]2[cH:109][cH:110][cH:111][cH:112][cH:113]2)[c:114]2[cH:115][cH:116][cH:117][cH:118][cH:119]2)[cH:120][cH:121]1>>[c:2]1(-[c:32]2[cH:33][c:34]([CH3:39])[cH:35][cH:36][c:37]2[Cl:38])[cH:3][cH:4][c:5]([CH2:6][N:7]2[CH2:8][CH:9]([c:13]3[cH:14][cH:15][cH:16][cH:17][cH:18]3)[O:10][CH2:11][CH2:12]2)[cH:19][cH:20]1.